Task: describe an organic reaction: reactants, conditions, products, and yield. Dataset: the Open Reaction Database (ORD), a public repository of structured organic reaction records Starting materials: CCOC(=O)C(C#N)C(=O)c1cccn1C, Nc1ccc(O)cc1, Cc1ccccc1C. The product is Cn1cccc1C(=O)C(C#N)C(=O)Nc1ccc(O)cc1. Reaction SMILES: [CH3:1][n:2]1[c:3]([C:7]([CH:8]([C:9]#[N:10])[C:11]([O:13][CH2:12][CH3:14])=[O:15])=[O:16])[cH:4][cH:5][cH:6]1.[NH2:17][c:18]1[cH:19][cH:20][c:21]([OH:24])[cH:22][cH:23]1.[c:25]1([CH3:26])[c:27]([CH3:28])[cH:29][cH:30][cH:31][cH:32]1>>[CH3:1][n:2]1[c:3]([C:7]([CH:8]([C:9]#[N:10])[C:11](=[O:13])[NH:17][c:18]2[cH:19][cH:20][c:21]([OH:24])[cH:22][cH:23]2)=[O:16])[cH:4][cH:5][cH:6]1.